Task: describe an organic reaction: reactants, conditions, products, and yield. Dataset: the Open Reaction Database (ORD), a public repository of structured organic reaction records Reactants: C(CC\C=C\CC=C)O (trans-4,7-octadien-1-ol), C(C(=C)C)(=O)OC (methyl methacrylate), C1=CC=CC=2SC3=CC=CC=C3NC12 (phenothiazine). The reagents and catalysts are CC(C)[O-].CC(C)[O-].CC(C)[O-].CC(C)[O-].[Ti+4] (tetraisopropyl titanate). The product is C(C(=C)C)(=O)OCCC\C=C\CC=C (trans-4,7-octadienyl methacrylate). The yield is 87.0%. RXN SMILES: [CH2:1]([OH:9])[CH2:2][CH2:3]/[CH:4]=[CH:5]/[CH2:6][CH:7]=[CH2:8].[C:10](OC)(=[O:14])[C:11]([CH3:13])=[CH2:12].C1C2NC3C(=CC=CC=3)SC=2C=CC=1>CC([O-])C.CC([O-])C.CC([O-])C.CC([O-])C.[Ti+4]>[C:10]([O:9][CH2:1][CH2:2][CH2:3]/[CH:4]=[CH:5]/[CH2:6][CH:7]=[CH2:8])(=[O:14])[C:11]([CH3:13])=[CH2:12] |f:3.4.5.6.7|. Procedure: The method of Example 1 was substantially repeated, except that a shorter vigreux head (15 cm) was used, with trans-4,7-octadien-1-ol (18.53 g, 0.146 mol), methyl methacrylate (58.8 g, 0.59 mol), phenothiazine (0.5 g), and tetraisopropyl titanate (1.0 mL). When the head temperature rose to 96° C. (pot 117° C.), the methyl methacrylate was removed at 70 mm and the product was distilled to give 24.8 g (87% yield) of clear, colorless liquid trans-4,7-octadienyl methacrylate, bp 64°-65° C./0.2 mm. I... Starting materials: N#N (N2), CCN(C(C)C)C(C)C (DIPEA), ClCC=1SC=C(N1)C(=O)OC (methyl 2-(chloromethyl)thiazole-4-carboxylate), [N+](=O)([O-])C1=NNN=C1 (4-nitro-2H-[1,2,3]triazole), solution. Solvent: O (Water), CN(C)C=O (DMF), CN(C)C=O (DMF), CN(C)C=O (DMF), CC(OCC)=O (EA). Run at temperature 50 celsius, time 8 hour. Yields the product [N+](=O)([O-])C1=NN(N=C1)CC=1SC=C(N1)C(=O)OC (Methyl 2-((4-nitro-2H-1,2,3-triazol-2-yl)methyl)thiazole-4-carboxylate). RXN SMILES: N#N.Cl[CH2:4][C:5]1[S:6][CH:7]=[C:8]([C:10]([O:12][CH3:13])=[O:11])[N:9]=1.[N+:14]([C:17]1[CH:21]=[N:20][NH:19][N:18]=1)([O-:16])=[O:15].CCN(C(C)C)C(C)C>CN(C=O)C.CC(=O)OCC.O>[N+:14]([C:17]1[CH:21]=[N:20][N:19]([CH2:4][C:5]2[S:6][CH:7]=[C:8]([C:10]([O:12][CH3:13])=[O:11])[N:9]=2)[N:18]=1)([O-:16])=[O:15]. Reported procedure: In a flame dried round-bottomed flask equipped with a magnetic stir bar and under inert atmosphere (N2), a solution of methyl 2-(chloromethyl)thiazole-4-carboxylate (S. A. Hermitage et al. Organic Process Research & Development, 5, 37-44, 2001) (2.05 g, 10.7 mmol) in DMF (20.0 mL) was added to a solution of 4-nitro-2H-[1,2,3]triazole (T. E. Eagles et al. Organic preparations and procedures 2 (2), 117-119, 1970; P. N. Neuman J. Heterocycl. Chem. 8, 51-56, 1971) (11.53 g of a 8% solution in DMF, 9... RXN SMILES: [N+:1]([C:4]1[CH:5]=[C:6]2[C:10](=[CH:11][CH:12]=1)[N:9]([CH:13]1[CH2:18][CH2:17][CH2:16][CH2:15][O:14]1)[CH:8]=[CH:7]2)([O-])=O.C([O-])=O.[NH4+]>CO>[NH2:1][C:4]1[CH:5]=[C:6]2[C:10](=[CH:11][CH:12]=1)[N:9]([CH:13]1[CH2:18][CH2:17][CH2:16][CH2:15][O:14]1)[CH:8]=[CH:7]2 |f:1.2|. Yield: 95.1%. Yields the product NC=1C=C2C=CN(C2=CC1)C1OCCCC1 (5-amino-1-tetrahydropyran-2-ylindole). Reaction conditions: time 1 hour. Reactants: Pd on-charcoal, C(=O)[O-].[NH4+] (ammonium formate), [N+](=O)([O-])C=1C=C2C=CN(C2=CC1)C1OCCCC1 (5-nitro-1-tetrahydropyran-2-ylindole). Reported procedure: 17 g of 5-nitro-1-tetrahydropyran-2-ylindole are dissolved in 170 ml of methanol and then 3 g of 10% Pd-on-charcoal and then, portionwise at 0° C., 20.6 g of ammonium formate are added. After stirring for 1 hour 30 at room temperature, the reaction mixture is filtered and the filtrate is evaporated to dryness. The residue is taken up in 300 ml of ethyl acetate. The solution is washed with 800 ml of water, dried over sodium sulphate and evaporated to dryness. 14.2 g of 5-amino-1-tetrahydropyran-2... Solvent: CO (methanol). Starting materials: C(C)(C)(C)OC(N[C@@H]1CC[C@H](CC1)CCN1CCC(CC1)C1=NOC2=C1C=C(C=C2)F)=O (trans(4-{2-[4-(5-Fluoro-benzo[d]isoxazol-3-yl)-piperidin-1-yl]-ethyl}-cyclohexyl)-carbamic acid tert-butyl ester), FC(C(=O)O)(F)F (trifluoroacetic acid), C(=O)(O)[O-].[Na+] (NaHCO3). Solvent: ClCCl (dichloromethane). Conditions: time 8 hour. Yields the product FC(C(=O)O)(F)F.FC=1C=CC2=C(C(=NO2)C2CCN(CC2)CC[C@@H]2CC[C@H](CC2)N)C1 (Trans 4-{2-[4-(5-Fluoro-benzo[d]isoxazol-3-yl)-piperidin-1-yl]-ethyl}-cyclohexylamine; compound with trifluoro-acetic acid). The yield is 100.0%. Reaction SMILES: C(OC(=O)[NH:7][C@H:8]1[CH2:13][CH2:12][C@H:11]([CH2:14][CH2:15][N:16]2[CH2:21][CH2:20][CH:19]([C:22]3[C:26]4[CH:27]=[C:28]([F:31])[CH:29]=[CH:30][C:25]=4[O:24][N:23]=3)[CH2:18][CH2:17]2)[CH2:10][CH2:9]1)(C)(C)C.[F:33][C:34]([F:39])([F:38])[C:35]([OH:37])=[O:36].C([O-])(O)=O.[Na+]>ClCCl>[F:33][C:34]([F:39])([F:38])[C:35]([OH:37])=[O:36].[F:31][C:28]1[CH:29]=[CH:30][C:25]2[O:24][N:23]=[C:22]([CH:19]3[CH2:20][CH2:21][N:16]([CH2:15][CH2:14][C@H:11]4[CH2:12][CH2:13][C@H:8]([NH2:7])[CH2:9][CH2:10]4)[CH2:17][CH2:18]3)[C:26]=2[CH:27]=1 |f:2.3,5.6|. Procedure: 2.3 g (5 mmol) of trans(4-{2-[4-(5-Fluoro-benzo[d]isoxazol-3-yl)-piperidin-1-yl]-ethyl}-cyclohexyl)-carbamic acid tert-butyl ester is solved in dichloromethane (15 mL) and trifluoroacetic acid is added at 0° C. (10.7 mL, 46 mmol) and the mixture is stirred at room temperature overnight. NaHCO3 is slowly added until pH 9 and the mixture extracted 3 times with dichloromethane and ethyl acetate. The solvent was evaporated to yield 1.86 g (5.3 mmol, 100%) of a white solid that was used without purif... Reactants: CNC(CC#N)=O (N-methylcyanoacetamide), CN(C=O)C (dimethylformamide), [H-].[Na+] (sodium hydride), NCCC1=C(C(=O)F)C=CC(=N1)Cl (2-(aminoethyl)-6-chloronicotinic acid fluoride), CN(C=O)C (dimethylformamide), C(C)(=O)O (acetic acid), [H][H] (hydrogen). Reaction conditions: time 10 minute. Yields the product ClC1=CC=C(C(=N1)NCC)C(=C(C(=O)NC)C#N)O (3-[6-Chloro-2-(ethylamino)-3-pyridinyl]-2-cyano-3-hydroxy-N-methyl-2-propenamide). RXN SMILES: [H-].[Na+].[CH3:3][NH:4][C:5](=[O:9])[CH2:6][C:7]#[N:8].[H][H].NCC[C:15]1[N:23]=[C:22]([Cl:24])[CH:21]=[CH:20][C:16]=1[C:17](F)=[O:18].[C:25](O)(=O)[CH3:26].C[N:30](C)C=O>>[Cl:24][C:22]1[N:23]=[C:15]([NH:30][CH2:25][CH3:26])[C:16]([C:17]([OH:18])=[C:6]([C:7]#[N:8])[C:5]([NH:4][CH3:3])=[O:9])=[CH:20][CH:21]=1 |f:0.1|. Procedure details: 3.98 g (100 mmol) of sodium hydride at 60% in mineral oil are added, in small amounts, to a solution, cooled to 0-5° C., of 9.80 g (100 mmol) of N-methylcyanoacetamide in 100 ml of anhydrous dimethylformamide. Once no more hydrogen is being given off, the mixture is stirred for 10 minutes at ambient temperature, and is then cooled again to 0-5° C. A solution of 10.09 g (49.8 mmol) of 2-(aminoethyl)-6-chloronicotinic acid fluoride in 60 ml of dimethylformamide is then added and the medium is stir... Reactants: CC(=O)OCC(=O)N1CCCN(c2cnc(C(=O)Nc3ccc(C)cc3C(=O)Nc3ccc(Cl)cn3)cn2)CC1, O=C([O-])[O-], CO, [K+], [K+], O. Product: Cc1ccc(NC(=O)c2cnc(N3CCCN(C(=O)CO)CC3)cn2)c(C(=O)Nc2ccc(Cl)cn2)c1. RXN SMILES: [C:1](=[O:2])([CH3:3])[O:4][CH2:5][C:6](=[O:7])[N:8]1[CH2:9][CH2:10][N:11]([c:15]2[n:16][cH:17][c:18]([C:21](=[O:22])[NH:23][c:24]3[c:25]([C:26](=[O:27])[NH:28][c:29]4[n:30][cH:31][c:32]([Cl:35])[cH:33][cH:34]4)[cH:36][c:37]([CH3:40])[cH:38][cH:39]3)[n:19][cH:20]2)[CH2:12][CH2:13][CH2:14]1.[C:41](=[O:42])([O-:43])[O-:44].[CH3:48][OH:49].[K+:45].[K+:46].[OH2:47]>>[OH:4][CH2:5][C:6](=[O:7])[N:8]1[CH2:9][CH2:10][N:11]([c:15]2[n:16][cH:17][c:18]([C:21](=[O:22])[NH:23][c:24]3[c:25]([C:26](=[O:27])[NH:28][c:29]4[n:30][cH:31][c:32]([Cl:35])[cH:33][cH:34]4)[cH:36][c:37]([CH3:40])[cH:38][cH:39]3)[n:19][cH:20]2)[CH2:12][CH2:13][CH2:14]1. Reactants: CC(NC(=O)C(O)C(CCCCNC(=O)N1CCOCC1)NC(=O)OCC1(Cc2ccccc2)CCCCC1)c1ccccc1, CNC(=O)NCCCCC(NC(=O)OCC1(Cc2c(F)cccc2F)CCC1)C(O)C(=O)NC(C)c1ccccc1. RXN SMILES: [CH2:42]([C:43]1([CH2:44][O:45][C:46](=[O:47])[NH:48][CH:49]([CH:50]([OH:51])[C:52](=[O:53])[NH:54][CH:55]([c:56]2[cH:57][cH:58][cH:59][cH:60][cH:61]2)[CH3:62])[CH2:63][CH2:64][CH2:65][CH2:66][NH:67][C:68]([N:69]2[CH2:70][CH2:71][O:72][CH2:73][CH2:74]2)=[O:75])[CH2:76][CH2:77][CH2:78][CH2:79][CH2:80]1)[c:81]1[cH:82][cH:83][cH:84][cH:85][cH:86]1.[F:1][c:2]1[c:3]([CH2:4][C:5]2([CH2:9][O:10][C:11]([NH:12][CH:13]([CH2:14][CH2:15][CH2:16][CH2:17][NH:18][C:19](=[O:20])[NH:21][CH3:22])[CH:23]([C:24]([NH:25][CH:26]([CH3:27])[c:28]3[cH:29][cH:30][cH:31][cH:32][cH:33]3)=[O:34])[OH:35])=[O:36])[CH2:6][CH2:7][CH2:8]2)[c:37]([F:41])[cH:38][cH:39][cH:40]1>>[F:1][c:2]1[c:3]([CH2:4][C:5]2([CH2:9][O:10][C:11]([NH:12][CH:13]([CH2:14][CH2:15][CH2:16][CH2:17][NH:18][C:19](=[O:20])[NH:21][CH3:22])[C:23]([C:24]([NH:25][CH:26]([CH3:27])[c:28]3[cH:29][cH:30][cH:31][cH:32][cH:33]3)=[O:34])=[O:35])=[O:36])[CH2:6][CH2:7][CH2:8]2)[c:37]([F:41])[cH:38][cH:39][cH:40]1. The product is CNC(=O)NCCCCC(NC(=O)OCC1(Cc2c(F)cccc2F)CCC1)C(=O)C(=O)NC(C)c1ccccc1.